From a dataset of the Open Reaction Database (ORD), a public repository of structured organic reaction records. describe an organic reaction: reactants, conditions, products, and yield The reactants are Cc1ccccc1, CC(=O)[O-], CN(C)C(=O)CCl, [Na+]. Product: CC(=O)OCC(=O)N(C)C. Reaction SMILES: [CH3:13][c:14]1[cH:15][cH:16][cH:17][cH:18][cH:19]1.[CH3:2][C:3]([O-:4])=[O:5].[Cl:6][CH2:7][C:8](=[O:9])[N:10]([CH3:11])[CH3:12].[Na+:1]>>[CH3:2][C:3]([O:4][CH2:7][C:8](=[O:9])[N:10]([CH3:11])[CH3:12])=[O:5]. The reactants are CC(C)(C)c1csc(-c2cc3cc(Cc4nc(C(=O)O)cs4)ccc3o2)n1, Cc1ccccc1S(N)(=O)=O, CCN=C=NCCCN(C)C, CN(C)c1ccncc1, CN(C)C=O, Cl. Yields the product Cc1ccccc1S(=O)(=O)NC(=O)c1csc(Cc2ccc3oc(-c4nc(C(C)(C)C)cs4)cc3c2)n1. As a reaction SMILES: [C:1]([CH3:2])([CH3:3])([CH3:4])[c:5]1[n:6][c:7](-[c:10]2[o:11][c:12]3[c:13]([cH:14]2)[cH:15][c:16]([CH2:19][c:20]2[s:21][cH:22][c:23]([C:25](=[O:26])[OH:27])[n:24]2)[cH:17][cH:18]3)[s:8][cH:9]1.[CH3:28][c:29]1[c:30]([S:35](=[O:36])(=[O:37])[NH2:38])[cH:31][cH:32][cH:33][cH:34]1.[CH3:40][N:41]([CH3:42])[CH2:43][CH2:44][CH2:45][N:46]=[C:47]=[N:48][CH2:49][CH3:50].[CH3:51][N:52]([CH3:53])[c:54]1[cH:55][cH:56][n:57][cH:58][cH:59]1.[CH3:60][N:61]([CH3:62])[CH:63]=[O:64].[ClH:39]>>[C:1]([CH3:2])([CH3:3])([CH3:4])[c:5]1[n:6][c:7](-[c:10]2[o:11][c:12]3[c:13]([cH:14]2)[cH:15][c:16]([CH2:19][c:20]2[s:21][cH:22][c:23]([C:25](=[O:26])[NH:38][S:35]([c:30]4[c:29]([CH3:28])[cH:34][cH:33][cH:32][cH:31]4)(=[O:36])=[O:37])[n:24]2)[cH:17][cH:18]3)[s:8][cH:9]1. Starting materials: CC(C)(C)c1ccc(-c2cn3c(N4CCNCC4)cccc3n2)cc1, CC(=O)O[BH-](OC(C)=O)OC(C)=O, CC(=O)O, CN1CCCC1=O, [Na+], O=Cc1cnc2cccnc2n1. Product: CC(C)(C)c1ccc(-c2cn3c(N4CCN(Cc5cnc6cccnc6n5)CC4)cccc3n2)cc1. RXN SMILES: [C:1]([CH3:2])([CH3:3])([CH3:4])[c:5]1[cH:6][cH:7][c:8](-[c:11]2[n:12][c:13]3[n:14]([c:15]([N:19]4[CH2:20][CH2:21][NH:22][CH2:23][CH2:24]4)[cH:16][cH:17][cH:18]3)[cH:25]2)[cH:9][cH:10]1.[C:42]([O:43][BH-:44]([O:45][C:46](=[O:47])[CH3:48])[O:49][C:50](=[O:51])[CH3:52])(=[O:53])[CH3:54].[CH3:38][C:39](=[O:40])[OH:41].[CH3:56][N:57]1[CH2:58][CH2:59][CH2:60][C:61]1=[O:62].[Na+:55].[n:26]1[c:27]2[c:28]([n:29][c:30]([CH:32]=[O:33])[cH:31]1)[n:34][cH:35][cH:36][cH:37]2>>[C:1]([CH3:2])([CH3:3])([CH3:4])[c:5]1[cH:6][cH:7][c:8](-[c:11]2[n:12][c:13]3[n:14]([c:15]([N:19]4[CH2:20][CH2:21][N:22]([CH2:32][c:30]5[n:29][c:28]6[c:27]([n:26][cH:31]5)[cH:37][cH:36][cH:35][n:34]6)[CH2:23][CH2:24]4)[cH:16][cH:17][cH:18]3)[cH:25]2)[cH:9][cH:10]1. Starting materials: COC(=O)CCC(=O)c1ccc(Br)cc1, CO, Cl, NO, [Na+], O=C([O-])O, O. Yields the product COC(=O)CCC(=NO)c1ccc(Br)cc1. As a reaction SMILES: [Br:1][c:2]1[cH:3][cH:4][c:5]([C:8]([CH2:9][CH2:10][C:11](=[O:12])[O:13][CH3:14])=[O:15])[cH:6][cH:7]1.[CH3:24][OH:25].[ClH:18].[NH2:16][OH:17].[Na+:23].[O-:19][C:20]([OH:21])=[O:22].[OH2:26]>>[Br:1][c:2]1[cH:3][cH:4][c:5]([C:8]([CH2:9][CH2:10][C:11](=[O:12])[O:13][CH3:14])=[N:16][OH:17])[cH:6][cH:7]1.